Task: describe an organic reaction: reactants, conditions, products, and yield. Dataset: the Open Reaction Database (ORD), a public repository of structured organic reaction records Reactants: ClC1=NC(=C2N=CN(C2=N1)C1CCCC1)NCCNC(C1=CC(=CC(=C1)C(F)(F)F)C(F)(F)F)=O (N-[2-[(2-chloro-9-cyclopentyl-9H-purin-6-yl]-amino]-ethyl]-3,5-bis(trifluoromethyl)-benzamide), N[C@@H]1CC[C@H](CC1)N (trans-1,4-diaminocyclohexane). Run at temperature 140 celsius. Product: Cl.Cl.N[C@@H]1CC[C@H](CC1)NC1=NC(=C2N=CN(C2=N1)C1CCCC1)NCCNC(C1=CC(=CC(=C1)C(F)(F)F)C(F)(F)F)=O (trans-N-[2-[[2-[(4-amino-cyclohexyl)-amino]-9-cyclopentyl-9H-purin-6-yl]-amino]-ethyl]-3,5-bis(trifluoromethyl)-benzamide dihydrochloride). RXN SMILES: [Cl:1][C:2]1[N:10]=[C:9]2[C:5]([N:6]=[CH:7][N:8]2[CH:11]2[CH2:15][CH2:14][CH2:13][CH2:12]2)=[C:4]([NH:16][CH2:17][CH2:18][NH:19][C:20](=[O:35])[C:21]2[CH:26]=[C:25]([C:27]([F:30])([F:29])[F:28])[CH:24]=[C:23]([C:31]([F:34])([F:33])[F:32])[CH:22]=2)[N:3]=1.[NH2:36][C@H:37]1[CH2:42][CH2:41][C@H:40]([NH2:43])[CH2:39][CH2:38]1>>[ClH:1].[ClH:1].[NH2:36][C@H:37]1[CH2:42][CH2:41][C@H:40]([NH:43][C:2]2[N:10]=[C:9]3[C:5]([N:6]=[CH:7][N:8]3[CH:11]3[CH2:15][CH2:14][CH2:13][CH2:12]3)=[C:4]([NH:16][CH2:17][CH2:18][NH:19][C:20](=[O:35])[C:21]3[CH:22]=[C:23]([C:31]([F:34])([F:33])[F:32])[CH:24]=[C:25]([C:27]([F:30])([F:29])[F:28])[CH:26]=3)[N:3]=2)[CH2:39][CH2:38]1 |f:2.3.4|. Procedure: 368 mg of the product obtained in Stage 1 above and 402 mg of trans-1,4-diaminocyclohexane are mixed together and the reaction medium is heated to 140° C. for 6 hours. After evaporating the solvent, chromatography on silica is carried out (eluent methylene chloride/methanol/ammonium hydroxide 85/15/1.5) followed by taking up in an ethanolic solution of hydrochloric acid, leaving to crystallize, separating, drying under reduced pressure and 210 mg of expected product is recovered.